Dataset: the Open Reaction Database (ORD), a public repository of structured organic reaction records. Task: describe an organic reaction: reactants, conditions, products, and yield Product: O=C(NCCCN(Cc1nc2ccccc2[nH]1)C1CCCc2cccnc21)c1ccccn1. As a reaction SMILES: [CH2:29]([Cl:30])[CH2:31][Cl:32].[CH3:63][CH2:64][O:65][C:66]([CH3:67])=[O:68].[CH:10]([N:11]([CH2:12][CH3:13])[CH:14]([CH3:15])[CH3:16])([CH3:17])[CH3:18].[O:58]=[CH:59][N:60]([CH3:61])[CH3:62].[OH2:69].[OH:19][n:20]1[c:21]2[c:22]([cH:23][cH:24][cH:25][cH:26]2)[n:27][n:28]1.[OH:1][C:2](=[O:3])[c:4]1[cH:5][cH:6][cH:7][cH:8][n:9]1.[nH:33]1[c:34]([CH2:42][N:43]([CH2:44][CH2:45][CH2:46][NH2:47])[CH:48]2[CH2:49][CH2:50][CH2:51][c:52]3[cH:53][cH:54][cH:55][n:56][c:57]32)[n:35][c:36]2[c:37]1[cH:38][cH:39][cH:40][cH:41]2>>[C:2](=[O:3])([c:4]1[cH:5][cH:6][cH:7][cH:8][n:9]1)[NH:47][CH2:46][CH2:45][CH2:44][N:43]([CH2:42][c:34]1[nH:33][c:37]2[c:36]([n:35]1)[cH:41][cH:40][cH:39][cH:38]2)[CH:48]1[CH2:49][CH2:50][CH2:51][c:52]2[cH:53][cH:54][cH:55][n:56][c:57]21. Reactants: ClCCCl, CCOC(C)=O, CCN(C(C)C)C(C)C, CN(C)C=O, O, On1nnc2ccccc21, O=C(O)c1ccccn1, NCCCN(Cc1nc2ccccc2[nH]1)C1CCCc2cccnc21. The reactants are CNC, CC(C)O, C[Si](C)(C)CCOCn1cnc2c(-c3ccco3)nc(Cl)nc21, O. Product: CN(C)c1nc(-c2ccco2)c2ncn(COCC[Si](C)(C)C)c2n1. RXN SMILES: [CH3:24][NH:25][CH3:26].[CH:27]([OH:28])([CH3:29])[CH3:30].[Cl:1][c:2]1[n:3][c:4](-[c:19]2[o:20][cH:21][cH:22][cH:23]2)[c:5]2[n:6][cH:7][n:8]([CH2:11][O:12][CH2:13][CH2:14][Si:15]([CH3:16])([CH3:17])[CH3:18])[c:9]2[n:10]1.[OH2:31]>>[c:2]1([N:25]([CH3:24])[CH3:26])[n:3][c:4](-[c:19]2[o:20][cH:21][cH:22][cH:23]2)[c:5]2[n:6][cH:7][n:8]([CH2:11][O:12][CH2:13][CH2:14][Si:15]([CH3:16])([CH3:17])[CH3:18])[c:9]2[n:10]1. The reactants are COC(=O)c1ccc(CN(C(=O)OC(C)(C)C)c2ccc(C3CCCCC3)cc2)cc1, CCO, [Na+], [OH-]. Product: CC(C)(C)OC(=O)N(Cc1ccc(C(=O)O)cc1)c1ccc(C2CCCCC2)cc1. As a reaction SMILES: [CH3:1][O:2][C:3]([c:4]1[cH:5][cH:6][c:7]([CH2:10][N:11]([c:12]2[cH:13][cH:14][c:15]([CH:18]3[CH2:19][CH2:20][CH2:21][CH2:22][CH2:23]3)[cH:16][cH:17]2)[C:24](=[O:25])[O:26][C:27]([CH3:28])([CH3:29])[CH3:30])[cH:8][cH:9]1)=[O:31].[CH3:34][CH2:35][OH:36].[Na+:33].[OH-:32]>>[O:2]=[C:3]([c:4]1[cH:5][cH:6][c:7]([CH2:10][N:11]([c:12]2[cH:13][cH:14][c:15]([CH:18]3[CH2:19][CH2:20][CH2:21][CH2:22][CH2:23]3)[cH:16][cH:17]2)[C:24](=[O:25])[O:26][C:27]([CH3:28])([CH3:29])[CH3:30])[cH:8][cH:9]1)[OH:31]. The reactants are FC1=CC=C(C=C1)CCC(=O)O (3-(4-fluorophenyl)propionic acid), S(=O)(Cl)Cl (thionyl chloride). Yields the product FC1=CC=C(C=C1)CCC(=O)Cl (3-(4-fluorophenyl)propionyl chloride). Isolated yield 96.3%. As a reaction SMILES: [F:1][C:2]1[CH:7]=[CH:6][C:5]([CH2:8][CH2:9][C:10]([OH:12])=O)=[CH:4][CH:3]=1.S(Cl)([Cl:15])=O>>[F:1][C:2]1[CH:7]=[CH:6][C:5]([CH2:8][CH2:9][C:10]([Cl:15])=[O:12])=[CH:4][CH:3]=1. Procedure details: A mixture of 3-(4-fluorophenyl)propionic acid (275.1 g, 1.6 mol) and thionyl chloride (300 mL, 4.1 mol) was heated to reflux for 3 h, cooled to room temperature and distilled under aspirator vacuum to give 287.6 g (96%) of 3-(4-fluorophenyl)propionyl chloride as a pale pink oil, b.p., 120°-122° C./15 mm Hg: The reactants are solution, B(Br)(Br)Br (BBr3), ClC1=C(C=C(C=C1)OC)C1=CC2=C(N=C(N=N2)N)C(=C1)C (7-(2-chloro-5-methoxy-phenyl)-5-methyl-benzo[1,2,4]triazin-3-ylamine). Run in C(Cl)Cl (DCM), C(Cl)Cl (DCM). Run at temperature 0 celsius, time 3.5 hour. Product: NC=1N=NC2=C(N1)C(=CC(=C2)C=2C=C(C=CC2Cl)O)C (3-(3-amino-5-methyl-benzo[1,2,4]triazin-7-yl)-4-chloro-phenol). Yield: 72.8%. Reaction SMILES: [Cl:1][C:2]1[CH:7]=[CH:6][C:5]([O:8]C)=[CH:4][C:3]=1[C:10]1[CH:20]=[C:19]([CH3:21])[C:13]2[N:14]=[C:15]([NH2:18])[N:16]=[N:17][C:12]=2[CH:11]=1.B(Br)(Br)Br>C(Cl)Cl>[NH2:18][C:15]1[N:16]=[N:17][C:12]2[CH:11]=[C:10]([C:3]3[CH:4]=[C:5]([OH:8])[CH:6]=[CH:7][C:2]=3[Cl:1])[CH:20]=[C:19]([CH3:21])[C:13]=2[N:14]=1. Reported procedure: 7-(2-chloro-5-methoxy-phenyl)-5-methyl-benzo[1,2,4]triazin-3-ylamine (0.158 g, 0.527 mmol, 1 equiv) was diluted with 10 mL DCM and chilled to 0° C. using an ice bath. A 1.0 M solution of BBr3 in DCM (3.16 mL, 3.16 mmol, 6.0 equiv) was then added in one portion resulting in a dark reaction mixture. The reaction was allowed to come to ambient temperature and stirred for 3.5 hours, then quenched by carefully pouring onto a saturated solution of sodium bicarbonate followed by sonication for 3-5 minu... The reactants are C(C)[C@]1([C@]2(C)[C@@H](CC1)[C@@H]1CCC=3C=C(C=CC3[C@H]1CC2)OC)O (17α-ethyl-3-methoxyestra-1,3,5(10)-trien-17-ol). The solvent is CCOCC (ether). Yields the product C(C)[C@]1([C@]2(C)[C@@H](CC1)[C@@H]1CCC=3CC(=CCC3[C@H]1CC2)OC)O (17α-ethyl-3-methoxyestra-2,5(10)-dien-17-ol). Isolated yield 69.6%. As a reaction SMILES: [CH2:1]([C@:3]1([OH:23])[CH2:8][CH2:7][C@H:6]2[C@H:9]3[C@H:18]([CH2:19][CH2:20][C@:4]12[CH3:5])[C:17]1[CH:16]=[CH:15][C:14]([O:21][CH3:22])=[CH:13][C:12]=1[CH2:11][CH2:10]3)[CH3:2]>CCOCC>[CH2:1]([C@:3]1([OH:23])[CH2:8][CH2:7][C@H:6]2[C@H:9]3[C@H:18]([CH2:19][CH2:20][C@:4]12[CH3:5])[C:17]1[CH2:16][CH:15]=[C:14]([O:21][CH3:22])[CH2:13][C:12]=1[CH2:11][CH2:10]3)[CH3:2]. Procedure: Add dl-17α-ethyl-3-methoxyestra-1,3,5(10)-trien-17-ol (2 g) in ether (55 ml) to distilled liquid ammonia (180 ml), and add lithium (1 g) to the stirred solution. After 45 minutes add ethanol (15 ml) and ether (15 ml) dropwise followed by ammonium chloride and water. Extract with ether, wash, dry, evaporate, and recrystallize the residue from ether to obtain dl-17α-ethyl-3-methoxyestra-2,5(10)-dien-17-ol (1.4 g), m.p. 131°-134°. Reactants: P(O)(=O)(OP(=O)(O)OP(=O)(O)O)OC[C@@H]1[C@H]([C@H]([C@@H](O1)N1C(=O)NC(=O)C=C1)O)O (Uridine 5′-triphosphate), C(CCC)[NH+](CCCC)CCCC (tributylammonium), P(=O)(O)(O)OC[C@@H]1[C@H]([C@H]([C@@H](O1)N1C(=O)NC(=O)C=C1)O)O (Uridine 5′-monophosphate), C(=O)(N1C=NC=C1)N1C=NC=C1 (Carbonyldiimidazole). Solvent: CN(C)C=O (DMF), C(CCC)N(CCCC)CCCC (tributylamine), CN(C)C=O (DMF), C(CCC)N(CCCC)CCCC (tributylamine). Reaction conditions: temperature 50 celsius, time 3 day. The product is [NH4+].[NH4+].[NH4+].[NH4+].[O-]P([O-])(=O)OP(=O)([O-])OP(=O)([O-])OP(=O)(O)O.[C@@H]1([C@H](O)[C@H](O)[C@@H](CO)O1)N1C(=O)NC(=O)C=C1.[C@@H]1([C@H](O)[C@H](O)[C@@H](CO)O1)N1C(=O)NC(=O)C=C1 (diuridine tetraphosphate tetraammonium salt). Yield: 30.0%. RXN SMILES: [P:1]([O:5][CH2:6][C@H:7]1[O:11][C@@H:10]([N:12]2[CH:19]=[CH:18][C:16](=[O:17])[NH:15][C:13]2=[O:14])[C@H:9]([OH:20])[C@@H:8]1[OH:21])([OH:4])([OH:3])=[O:2].C(N1C=CN=C1)([N:24]1C=CN=C1)=O.[P:34]([O:46][CH2:47][C@H:48]1[O:52][C@@H:51]([N:53]2[CH:60]=[CH:59][C:57](=[O:58])[NH:56][C:54]2=[O:55])[C@H:50]([OH:61])[C@@H:49]1[OH:62])([O:37][P:38]([O:41][P:42](O)([OH:44])=[O:43])([OH:40])=[O:39])(=[O:36])[OH:35].C([NH+:67](CCCC)CCCC)CCC>CN(C=O)C.C(N(CCCC)CCCC)CCC>[NH4+:12].[NH4+:24].[NH4+:53].[NH4+:67].[O-:4][P:1]([O:5][P:42]([O:41][P:38]([O:37][P:34]([OH:36])([OH:46])=[O:35])([O-:40])=[O:39])([O-:44])=[O:43])(=[O:2])[O-:3].[C@@H:10]1([N:12]2[CH:19]=[CH:18][C:16](=[O:17])[NH:15][C:13]2=[O:14])[O:11][C@H:7]([CH2:6][OH:5])[C@@H:8]([OH:21])[C@H:9]1[OH:20].[C@@H:51]1([N:53]2[CH:60]=[CH:59][C:57](=[O:58])[NH:56][C:54]2=[O:55])[O:52][C@H:48]([CH2:47][OH:46])[C@@H:49]([OH:62])[C@H:50]1[OH:61] |f:6.7.8.9.10.11.12|. Reported procedure: Uridine 5′-monophosphate (Sigma, Milwaukee, 3.0 g, 9.26 mmol) was dissolved in dry DMF (10 mL) and tributylamine (Aldrich, 2 mL). The solution was evaporated in vacuo at 40° C. to an oil. The residue was dissolved in dry DMF (Aldrich, 8 mL) to form a solution. Carbonyldiimidazole (Aldrich, 1.65 g, 10.18 mmol) was added to this solution. The reaction was heated at 50° C. for one hour. Uridine 5′-triphosphate (Yamasa, 5.60 g, 10.18 mmol) prepared as the anhydrous tributylammonium salt in DMF (5 mL... The reactants are CCOC(=O)C1=Cc2ccc(I)cc2OC1C(F)(F)F, [K+], [K+], O=C([O-])[O-], C1COCCO1, Cl[Pd]Cl, c1ccc(P(c2ccccc2)c2ccccc2)cc1, c1ccc(P(c2ccccc2)c2ccccc2)cc1, OB(O)c1ccco1. Yields the product CCOC(=O)C1=Cc2ccc(-c3ccco3)cc2OC1C(F)(F)F. As a reaction SMILES: [I:1][c:2]1[cH:3][cH:4][c:5]2[c:10]([cH:11]1)[O:9][CH:8]([C:12]([F:13])([F:14])[F:15])[C:7]([C:16](=[O:17])[O:18][CH2:19][CH3:20])=[CH:6]2.[K+:29].[K+:30].[O-:31][C:32]([O-:33])=[O:34].[O:35]1[CH2:36][CH2:37][O:38][CH2:39][CH2:40]1.[Pd:41]([Cl:42])[Cl:43].[c:44]1([P:45]([c:46]2[cH:47][cH:48][cH:49][cH:50][cH:51]2)[c:52]2[cH:53][cH:54][cH:55][cH:56][cH:57]2)[cH:58][cH:59][cH:60][cH:61][cH:62]1.[c:63]1([P:64]([c:65]2[cH:66][cH:67][cH:68][cH:69][cH:70]2)[c:71]2[cH:72][cH:73][cH:74][cH:75][cH:76]2)[cH:77][cH:78][cH:79][cH:80][cH:81]1.[o:21]1[c:22]([B:26]([OH:27])[OH:28])[cH:23][cH:24][cH:25]1>>[c:2]1(-[c:22]2[o:21][cH:25][cH:24][cH:23]2)[cH:3][cH:4][c:5]2[c:10]([cH:11]1)[O:9][CH:8]([C:12]([F:13])([F:14])[F:15])[C:7]([C:16](=[O:17])[O:18][CH2:19][CH3:20])=[CH:6]2. Reactants: FC1=C(C=C2NC(C(NC2=C1)=O)=O)[N+](=O)[O-] (7-fluoro-6-nitro-1,4-dihydroquinoxaline-2,3-dione), ClC=1C=NC=C(C1O)Cl (3,5-dichloro-4-hydroxypyridine), [OH-].[K+] (potassium hydroxide), CS(=O)C (dimethylsulfoxide), resultant precipitate. Solvent: CC(=O)C (dimethylformaldehyde). Conditions: time 8 hour. Product: [N+](=O)([O-])C=1C=C2NC(C(NC2=CC1N1C=C(C(C(=C1)Cl)=O)Cl)=O)=O (6-Nitro-7-(3,5-dichloro-4-oxo-4H-pyridin-1-yl)-1,4-dihydroquinoxaline-2,3-dione). Isolated yield 79.6%. As a reaction SMILES: F[C:2]1[CH:11]=[C:10]2[C:5]([NH:6][C:7](=[O:13])[C:8](=[O:12])[NH:9]2)=[CH:4][C:3]=1[N+:14]([O-:16])=[O:15].[Cl:17][C:18]1[CH:19]=[N:20][CH:21]=[C:22]([Cl:25])[C:23]=1[OH:24].[OH-].[K+].CS(C)=O>CC(C)=O>[N+:14]([C:3]1[CH:4]=[C:5]2[C:10](=[CH:11][C:2]=1[N:20]1[CH:21]=[C:22]([Cl:25])[C:23](=[O:24])[C:18]([Cl:17])=[CH:19]1)[NH:9][C:8](=[O:12])[C:7](=[O:13])[NH:6]2)([O-:16])=[O:15] |f:2.3|. Procedure details: First, 1.129 g of 7-fluoro-6-nitro-1,4-dihydroquinoxaline-2,3-dione, 1.648 g of 3,5-dichloro-4-hydroxypyridine, and 672 mg of powdered potassium hydroxide were added to 10 ml of dry dimethylsulfoxide. The mixture was allowed to react at 130° C. for 3 hours in a nitrogen atmosphere. The subsequent processes were conducted in the same way as in Example 2. The resultant precipitate was dissolved by heating in dimethylformaldehyde and the solution was decolorized with activated carbon and filtered. ... Starting materials: C=O, O=CN(CCO)CCO, NC1CCCCC1. The product is O=CNC1CCCCC1. As a reaction SMILES: [C:17]=[O:18].[CH:8](=[O:9])[N:10]([CH2:11][CH2:12][OH:13])[CH2:14][CH2:15][OH:16].[NH2:1][CH:2]1[CH2:3][CH2:4][CH2:5][CH2:6][CH2:7]1>>[NH:1]([CH:2]1[CH2:3][CH2:4][CH2:5][CH2:6][CH2:7]1)[CH:8]=[O:9].